Dataset: the Open Reaction Database (ORD), a public repository of structured organic reaction records. Task: describe an organic reaction: reactants, conditions, products, and yield The reactants are [H-].[Al+3].[Li+].[H-].[H-].[H-] (lithium aluminium hydride), [H-].[Al+3].[Li+].[H-].[H-].[H-] (lithium aluminium hydride), NC=1SC=2CCN(CCC2N1)C(=O)C1C(C1)C1=CC=CC=C1 (2-amino-6-(2-phenyl-1-cyclopropyl-carbonyl)-4,5,7,8-tetrahydro-6H-thiazolo[5,4-d]azepine), [Cl-].[NH4+] (ammonium chloride), C(C)(=O)OCC (ethyl acetate). The solvent is O1CCCC1 (tetrahydrofuran), O1CCCC1 (tetrahydrofuran). Conditions: temperature 40 celsius, time 2 hour. The product is NC=1SC=2CCN(CCC2N1)CC1C(C1)C1=CC=CC=C1 (2-Amino-6-(2-phenyl-1-cyclopropyl-methyl)-4,5,7,8-tetrahydro-6H-thiazolo[5,4-d]azepine). As a reaction SMILES: [NH2:1][C:2]1[S:3][C:4]2[CH2:5][CH2:6][N:7]([C:12]([CH:14]3[CH2:16][CH:15]3[C:17]3[CH:22]=[CH:21][CH:20]=[CH:19][CH:18]=3)=O)[CH2:8][CH2:9][C:10]=2[N:11]=1.[H-].[Al+3].[Li+].[H-].[H-].[H-].C(OCC)(=O)C.[Cl-].[NH4+]>O1CCCC1>[NH2:1][C:2]1[S:3][C:4]2[CH2:5][CH2:6][N:7]([CH2:12][CH:14]3[CH2:16][CH:15]3[C:17]3[CH:18]=[CH:19][CH:20]=[CH:21][CH:22]=3)[CH2:8][CH2:9][C:10]=2[N:11]=1 |f:1.2.3.4.5.6,8.9|. Procedure: A solution of 2.0 g (6.4 mmol) of 2-amino-6-(2-phenyl-1-cyclopropyl-carbonyl)-4,5,7,8-tetrahydro-6H-thiazolo[5,4-d]azepine (melting point: 122°-126° C.; prepared from 2-phenyl-1-cyclopropyl-carboxylic acid chloride and 2 equivalents of 2-amino-4,5,7,8-tetrahydro-6H-thiazolo[5,4-d]azepine in chloroform) in 40 ml of tetrahydrofuran is added dropwise, with stirring and under nitrogen, to 0.73 g (19.1 mmol) of lithium aluminium hydride in 40 ml of tetrahydrofuran. The mixture is stirred for 2 hours ...